describe an organic reaction: reactants, conditions, products, and yield From a dataset of the Open Reaction Database (ORD), a public repository of structured organic reaction records. The reactants are Oc1ccc(Br)cc1, CC(C)C(=O)Nc1cccc(C2CCN(CCC(O)c3ccc(Cl)cc3)CC2)c1. The product is CC(C)C(=O)Nc1cccc(C2CCN(CCC(Oc3ccc(Br)cc3)c3ccc(Cl)cc3)CC2)c1. Reaction SMILES: [Br:30][c:31]1[cH:32][cH:33][c:34]([OH:37])[cH:35][cH:36]1.[Cl:1][c:2]1[cH:3][cH:4][c:5]([CH:8]([CH2:9][CH2:10][N:11]2[CH2:12][CH2:13][CH:14]([c:17]3[cH:18][c:19]([NH:23][C:24]([CH:25]([CH3:26])[CH3:27])=[O:28])[cH:20][cH:21][cH:22]3)[CH2:15][CH2:16]2)[OH:29])[cH:6][cH:7]1>>[Cl:1][c:2]1[cH:3][cH:4][c:5]([CH:8]([CH2:9][CH2:10][N:11]2[CH2:12][CH2:13][CH:14]([c:17]3[cH:18][c:19]([NH:23][C:24]([CH:25]([CH3:26])[CH3:27])=[O:28])[cH:20][cH:21][cH:22]3)[CH2:15][CH2:16]2)[O:29][c:34]2[cH:33][cH:32][c:31]([Br:30])[cH:36][cH:35]2)[cH:6][cH:7]1. Starting materials: Cl (hydrochloric acid), CC1=C(N=C(S1)C1=CC=CC=C1)COC1=CC=C(C=N1)CN1N=C(C(=C1)CC(=O)OCC)C1=CC=CC=C1 (ethyl [1-[6-(5-methyl-2-phenyl-4-thiazolylmethoxy)-3-pyridylmethyl]-3-phenyl-1H-pyrazol-4-yl]acetate), [OH-].[Na+] (sodium hydroxide), O1CCCC1 (tetrahydrofuran). Solvent: C(C)O (ethanol). Conditions: time 2 hour. The product is CC1=C(N=C(S1)C1=CC=CC=C1)COC1=CC=C(C=N1)CN1N=C(C(=C1)CC(=O)O)C1=CC=CC=C1 ([1-[6-(5-methyl-2-phenyl-4-thiazolylmethoxy)-3-pyridylmethyl]-3-phenyl-1H-pyrazol-4-yl]acetic acid). Yield: 89.4%. RXN SMILES: [CH3:1][C:2]1[S:6][C:5]([C:7]2[CH:12]=[CH:11][CH:10]=[CH:9][CH:8]=2)=[N:4][C:3]=1[CH2:13][O:14][C:15]1[N:20]=[CH:19][C:18]([CH2:21][N:22]2[CH:26]=[C:25]([CH2:27][C:28]([O:30]CC)=[O:29])[C:24]([C:33]3[CH:38]=[CH:37][CH:36]=[CH:35][CH:34]=3)=[N:23]2)=[CH:17][CH:16]=1.[OH-].[Na+].O1CCCC1.Cl>C(O)C>[CH3:1][C:2]1[S:6][C:5]([C:7]2[CH:8]=[CH:9][CH:10]=[CH:11][CH:12]=2)=[N:4][C:3]=1[CH2:13][O:14][C:15]1[N:20]=[CH:19][C:18]([CH2:21][N:22]2[CH:26]=[C:25]([CH2:27][C:28]([OH:30])=[O:29])[C:24]([C:33]3[CH:38]=[CH:37][CH:36]=[CH:35][CH:34]=3)=[N:23]2)=[CH:17][CH:16]=1 |f:1.2|. Procedure: After a mixture of ethyl [1-[6-(5-methyl-2-phenyl-4-thiazolylmethoxy)-3-pyridylmethyl]-3-phenyl-1H-pyrazol-4-yl]acetate (475 mg), 1N sodium hydroxide solution (2 ml), tetrahydrofuran (4 ml), and ethanol (4 ml) was stirred at room temperature for 2 hours, 1N hydrochloric acid (2 ml) was added to the mixture, and the mixture was extracted with ethyl acetate. The ethyl acetate layer was washed with saturated aqueous sodium chloride solution, dried (MgSO4), and concentrated. The resulting colorless ... Reactants: [N+](=O)([O-])C1=C(NC2=NC(=NC(=N2)OC)OC)C=CC(=C1)Cl (2-Nitro-4-chloro-N-(4,6-dimethoxy-[1,3,5]triazin-2-yl)aniline), C(C)(=O)O (acetic acid). Reagents/catalysts: [Fe] (iron). The solvent is C(C)(=O)OC(C)=O (acetic anhydride). Product: ClC1=CC2=C(N(C(=N2)C)C2=NC(=NC(=N2)OC)OC)C=C1 (5-chloro-1-(4,6-dimethoxy-[1,3,5]triazin-2-yl)-2-methylbenzimidazole). Reaction SMILES: [N+:1]([C:4]1[CH:20]=[C:19]([Cl:21])[CH:18]=[CH:17][C:5]=1[NH:6][C:7]1[N:12]=[C:11]([O:13][CH3:14])[N:10]=[C:9]([O:15][CH3:16])[N:8]=1)([O-])=O.[C:22](O)(=O)[CH3:23]>C(OC(=O)C)(=O)C.[Fe]>[Cl:21][C:19]1[CH:18]=[CH:17][C:5]2[N:6]([C:7]3[N:12]=[C:11]([O:13][CH3:14])[N:10]=[C:9]([O:15][CH3:16])[N:8]=3)[C:22]([CH3:23])=[N:1][C:4]=2[CH:20]=1. Procedure: 2-Nitro-4-chloro-N-(4,6-dimethoxy-[1,3,5]triazin-2-yl)aniline (0.5 g) and iron powder (0.3 g) were dissolved in acetic acid (10 ml) and acetic anhydride (5 ml), followed by reflux for 4 hours. The reaction mixture was cooled to room temperature, followed by filtration. The filtrate was concentrated under reduced pressure, water was added to the residue, and the crystals were collected by filtration, washed with water and dried. Recrystallization from ethanol was carried out to obtain 0.39 g of t... Reactants: CC(C)[N-]C(C)C, N#CSCc1ccccc1Cl, [Li+], [Na+], [OH-], N#CCc1cccc2ccccc12, c1ccccc1. The product is N#CC(C#N)c1cccc2ccccc12. Reaction SMILES: [CH:25]([N-:26][CH:27]([CH3:28])[CH3:29])([CH3:30])[CH3:31].[Cl:14][c:15]1[cH:16][cH:17][cH:18][cH:21][c:22]1[CH2:23][S:24][C:19]#[N:20].[Li+:32].[Na+:34].[OH-:33].[c:1]1([CH2:11][C:12]#[N:13])[cH:2][cH:3][cH:4][c:5]2[cH:6][cH:7][cH:8][cH:9][c:10]12.[cH:35]1[cH:36][cH:37][cH:38][cH:39][cH:40]1>>[c:1]1([CH:11]([C:12]#[N:13])[C:19]#[N:20])[cH:2][cH:3][cH:4][c:5]2[cH:6][cH:7][cH:8][cH:9][c:10]12. Starting materials: CC(=O)O, [O-][I+3]([O-])([O-])O, I, Nc1ccc(Br)cn1, [Na+], [OH-], O, O, O=S(=O)(O)O. Yields the product Nc1ncc(Br)cc1I. RXN SMILES: [CH3:24][C:25](=[O:26])[OH:27].[I+3:15]([OH:16])([O-:17])([O-:18])[O-:19].[I:20].[NH2:1][c:2]1[n:3][cH:4][c:5]([Br:8])[cH:6][cH:7]1.[Na+:22].[OH-:21].[OH2:14].[OH2:23].[S:9](=[O:10])(=[O:11])([OH:12])[OH:13]>>[NH2:1][c:2]1[n:3][cH:4][c:5]([Br:8])[cH:6][c:7]1[I:15]. Yields the product ClC1=CC=C(CN2CCN(CC2)CCCOC=2C=C(OC3=C(N=NN3CC3=CC=C(C=C3)OC)C(=O)O)C=CC2)C=C1 (5-{3-{3-[4-(4-Chlorobenzyl)-1-piperazinyl]propoxy}phenoxy}-1-(4-methoxybenzyl)-1,2,3-triazole-4-carboxylic acid). Run in C(C)O (ethanol), O (water), O (water), C(C)O (ethanol), CCO (EtOH). Reported procedure: Ethyl 5-{3-{3-[4-(4-chlorobenzyl)-1-piperazinyl]propoxy}phenoxy}-1-(4-methoxybenzyl)-1,2,3-triazole-4-carboxylate, (8.00 g, 0.013 mole) was dissolved in ethanol, (150 ml) and water (50 ml) and sodium hydroxide (0.520 g, 0.013 mole) dissolved in water (5 ml) was added. The solution was stirred at room temperature for 5 hours. The reaction was neutralized with dilute hydrochloric acid and excess ethanol evaporated in vacuo. The aqueous solution was extracted with EtOAc, (three times), then chlorof... Reaction SMILES: [Cl:1][C:2]1[CH:44]=[CH:43][C:5]([CH2:6][N:7]2[CH2:12][CH2:11][N:10]([CH2:13][CH2:14][CH2:15][O:16][C:17]3[CH:18]=[C:19]([CH:40]=[CH:41][CH:42]=3)[O:20][C:21]3[N:25]([CH2:26][C:27]4[CH:32]=[CH:31][C:30]([O:33][CH3:34])=[CH:29][CH:28]=4)[N:24]=[N:23][C:22]=3[C:35]([O:37]CC)=[O:36])[CH2:9][CH2:8]2)=[CH:4][CH:3]=1.[OH-].[Na+].Cl>C(O)C.O>[Cl:1][C:2]1[CH:44]=[CH:43][C:5]([CH2:6][N:7]2[CH2:8][CH2:9][N:10]([CH2:13][CH2:14][CH2:15][O:16][C:17]3[CH:18]=[C:19]([CH:40]=[CH:41][CH:42]=3)[O:20][C:21]3[N:25]([CH2:26][C:27]4[CH:32]=[CH:31][C:30]([O:33][CH3:34])=[CH:29][CH:28]=4)[N:24]=[N:23][C:22]=3[C:35]([OH:37])=[O:36])[CH2:11][CH2:12]2)=[CH:4][CH:3]=1 |f:1.2|. Reactants: Cl (hydrochloric acid), [OH-].[Na+] (sodium hydroxide), ClC1=CC=C(CN2CCN(CC2)CCCOC=2C=C(OC3=C(N=NN3CC3=CC=C(C=C3)OC)C(=O)OCC)C=CC2)C=C1 (Ethyl 5-{3-{3-[4-(4-chlorobenzyl)-1-piperazinyl]propoxy}phenoxy}-1-(4-methoxybenzyl)-1,2,3-triazole-4-carboxylate). Conditions: time 5 hour. Yield: 92.0%. Starting materials: C(C)(C)(C)OC(=O)N1CCN(CC1)CC1=CC=C(C=C1)[N+](=O)[O-] (4-(4-Nitro-benzyl)-piperazin-1-yl carboxylic acid tert-butyl ester), O.O.[Sn](Cl)(Cl)(Cl)Cl (tin chloride dihydrate), C([O-])(O)=O.[Na+] (sodium bicarbonate). Solvent: C(C)(=O)OCC (ethyl acetate). Conditions: time 8 hour. Product: C(C)(C)(C)OC(=O)N1CCN(CC1)CC1=CC=C(C=C1)N (4-(4-Amino-benzyl)-piperazin-1-yl Carboxylic Acid Tert-butyl Ester). Yield: 89.0%. RXN SMILES: [C:1]([O:5][C:6]([N:8]1[CH2:13][CH2:12][N:11]([CH2:14][C:15]2[CH:20]=[CH:19][C:18]([N+:21]([O-])=O)=[CH:17][CH:16]=2)[CH2:10][CH2:9]1)=[O:7])([CH3:4])([CH3:3])[CH3:2].O.O.[Sn](Cl)(Cl)(Cl)Cl.C(=O)(O)[O-].[Na+]>C(OCC)(=O)C>[C:1]([O:5][C:6]([N:8]1[CH2:9][CH2:10][N:11]([CH2:14][C:15]2[CH:16]=[CH:17][C:18]([NH2:21])=[CH:19][CH:20]=2)[CH2:12][CH2:13]1)=[O:7])([CH3:4])([CH3:2])[CH3:3] |f:1.2.3,4.5|. Reported procedure: 4-(4-Nitro-benzyl)-piperazin-1-yl carboxylic acid tert-butyl ester (769 mg, 2.4 mmol) and tin chloride dihydrate (2.70 g, 12 mmol) are suspended in ethyl acetate (20 mL) and stirred at room temperature overnight. Then, saturated aqueous solution of sodium bicarbonate (20 mL) is added and vigorously stirred for 1 hour. Solids are removed by filtration and the organic layer of the filtrate is separated and washed with water (20 mL). The organic phase is dried over anhydrous magnesium sulfate and c... Solvent: C1(=CC=CC=C1)C (toluene). The product is C(C)(C)OC1=CC=C2C(=N1)N(C(=N2)COC2=CC=C(CC1C(N(C(S1)=O)C(C1=CC=CC=C1)(C1=CC=CC=C1)C1=CC=CC=C1)=O)C=C2)C (5-{4-(5-Isopropoxy-3-methylimidazo[5,4-b]pyridin-2-ylmethoxy)benzyl}-3-triphenylmethyl-thiazolidine-2,4-dione). As a reaction SMILES: [CH:1]([O:4][C:5]1[N:10]=[C:9]2[N:11]([CH3:16])[C:12]([CH2:14][OH:15])=[N:13][C:8]2=[CH:7][CH:6]=1)([CH3:3])[CH3:2].O[C:18]1[CH:50]=[CH:49][C:21]([CH2:22][CH:23]2[S:27][C:26](=[O:28])[N:25]([C:29]([C:42]3[CH:47]=[CH:46][CH:45]=[CH:44][CH:43]=3)([C:36]3[CH:41]=[CH:40][CH:39]=[CH:38][CH:37]=3)[C:30]3[CH:35]=[CH:34][CH:33]=[CH:32][CH:31]=3)[C:24]2=[O:48])=[CH:20][CH:19]=1.C(P(CCCC)CCCC)CCC.N(C(N1CCCCC1)=O)=NC(N1CCCCC1)=O>C1(C)C=CC=CC=1>[CH:1]([O:4][C:5]1[N:10]=[C:9]2[N:11]([CH3:16])[C:12]([CH2:14][O:15][C:18]3[CH:50]=[CH:49][C:21]([CH2:22][CH:23]4[S:27][C:26](=[O:28])[N:25]([C:29]([C:42]5[CH:47]=[CH:46][CH:45]=[CH:44][CH:43]=5)([C:36]5[CH:37]=[CH:38][CH:39]=[CH:40][CH:41]=5)[C:30]5[CH:35]=[CH:34][CH:33]=[CH:32][CH:31]=5)[C:24]4=[O:48])=[CH:20][CH:19]=3)=[N:13][C:8]2=[CH:7][CH:6]=1)([CH3:3])[CH3:2]. The reactants are C(C)(C)OC1=CC=C2C(=N1)N(C(=N2)CO)C (5-isopropoxy-2-hydroxymethyl-3-methylimidazo[5,4-b]pyridine), N(=NC(=O)N1CCCCC1)C(=O)N1CCCCC1 (1,1'-(azodicarbonyl)di-piperidine), OC1=CC=C(CC2C(N(C(S2)=O)C(C2=CC=CC=C2)(C2=CC=CC=C2)C2=CC=CC=C2)=O)C=C1 (5-(4-hydroxy-benzyl)-3-triphenylmethylthiazolidine-2,4-dione), C(CCC)P(CCCC)CCCC (tributylphosphine). Procedure details: A procedure similar to that described in Preparation 4 was repeated, except that 0.33 g 5-isopropoxy-2-hydroxymethyl-3-methylimidazo[5,4-b]pyridine (prepared as described in Preparation 102), 0.69 g of 5-(4-hydroxy-benzyl)-3-triphenylmethylthiazolidine-2,4-dione, 0.37 ml of tributylphosphine, 0.38 g of 1,1'-(azodicarbonyl)di-piperidine and 20 ml of toluene were used, and that the product was purified by column chromatography through silica gel, using a 1:1 by volume mixture of hexane and ethyl a... Isolated yield 85.8%. Reactants: [N-]=[N+]=[N-].[Na+] (sodium azide), BrC1=NC(=C(C=C1[N+](=O)[O-])OC)OC (2-bromo-5,6-dimethoxy-3-nitropyridine), [N-]=[N+]=[N-].[Na+] (sodium azide). Solvent: CS(=O)C (DMSO). Run at temperature 50 celsius, time 24 hour. Product: N(=[N+]=[N-])C1=NC(=C(C=C1[N+](=O)[O-])OC)OC (2-Azido-5,6-dimethoxy-3-nitropyridine). As a reaction SMILES: Br[C:2]1[C:7]([N+:8]([O-:10])=[O:9])=[CH:6][C:5]([O:11][CH3:12])=[C:4]([O:13][CH3:14])[N:3]=1.[N-:15]=[N+:16]=[N-:17].[Na+]>CS(C)=O>[N:15]([C:2]1[C:7]([N+:8]([O-:10])=[O:9])=[CH:6][C:5]([O:11][CH3:12])=[C:4]([O:13][CH3:14])[N:3]=1)=[N+:16]=[N-:17] |f:1.2|. Reported procedure: To a suspension of 22.0 g of 2-bromo-5,6-dimethoxy-3-nitropyridine (example E4) in 50 ml DMSO were added 16.0 g sodium azide. The reaction mixture was stirred for 24 h at 50° C. Additional 3.20 g sodium azide were added and after stirring for additional 44 h the reaction was completed. The solvent was removed under vacuum and the resulting residue was extracted with dichloromethane (3×100 ml). The solvent was removed and the residue was purified by flash chromatography (petroleum ether/ethyl ace... Reactants: O=C(CCNC=1C=C(C(=O)O)C=C(C1OC1=CC=CC=C1)S(N)(=O)=O)COC(C)=O (3-(γ-oxo-δ-acetoxybutylamino)-4-phenoxy-5-sulfamylbenzoic acid), [BH4-].[Na+] (sodium borohydride), Cl (HCl), C(=O)([O-])[O-].[Na+].[Na+] (Na2CO3). The yield is 80.7%. The solvent is C(C)O (ethanol), O (Water), CO (methanol). Procedure details: A slurry of 3-(γ-oxo-δ-acetoxybutylamino)-4-phenoxy-5-sulfamylbenzoic acid (1.5 g) in ethanol (10 ml) was treated with sodium borohydride (0.5 g) and the mixture was heated on the steam bath with occasional swirling until a clear solution had formed. Water and aq. Na2CO3 were added and heating on the steam bath continued for about 10 min. The solution was cooled and carefully acidified with 3N aqueous HCl. Some methanol was added and the solution was concentrated to ca. 20 ml under reduced press... Conditions: time 10 minute. As a reaction SMILES: [O:1]=[C:2]([CH2:26][O:27]C(=O)C)[CH2:3][CH2:4][NH:5][C:6]1[CH:7]=[C:8]([CH:12]=[C:13]([S:22](=[O:25])(=[O:24])[NH2:23])[C:14]=1[O:15][C:16]1[CH:21]=[CH:20][CH:19]=[CH:18][CH:17]=1)[C:9]([OH:11])=[O:10].[BH4-].[Na+].C([O-])([O-])=O.[Na+].[Na+].Cl>C(O)C.CO.O>[OH:1][CH:2]([CH2:26][OH:27])[CH2:3][CH2:4][NH:5][C:6]1[CH:7]=[C:8]([CH:12]=[C:13]([S:22](=[O:25])(=[O:24])[NH2:23])[C:14]=1[O:15][C:16]1[CH:21]=[CH:20][CH:19]=[CH:18][CH:17]=1)[C:9]([OH:11])=[O:10] |f:1.2,3.4.5|. The product is OC(CCNC=1C=C(C(=O)O)C=C(C1OC1=CC=CC=C1)S(N)(=O)=O)CO (3-(γ, δ-dihydroxybutylamino)-4-phenoxy-5-sulfamylbenzoic acid).